From a dataset of the Open Reaction Database (ORD), a public repository of structured organic reaction records. describe an organic reaction: reactants, conditions, products, and yield The reactants are CC1=C(O)C=CC(=C1)O (2-methyl hydroquinone), CCO (EtOH), C(C=1C(C(=O)Cl)=CC=CC1)(=O)Cl (phthalic acid dichloride). The product is CC1=C(C=2C(C3=CC=CC=C3C(C2C(=C1)O)=O)=O)O (2-methyl-1,4-dihydroxy-9,10-anthraquinone). The yield is 62.0%. Reaction SMILES: [CH3:1][C:2]1[CH:8]=C(O)C=[CH:5][C:3]=1[OH:4].[C:10](Cl)(=[O:20])[C:11]1[C:12](=[CH:16][CH:17]=[CH:18][CH:19]=1)[C:13](Cl)=[O:14].[CH3:22][CH2:23][OH:24]>>[CH3:8][C:2]1[CH:1]=[C:23]([OH:24])[C:22]2[C:13](=[O:14])[C:12]3[C:11](=[CH:19][CH:18]=[CH:17][CH:16]=3)[C:10](=[O:20])[C:5]=2[C:3]=1[OH:4]. Procedure: The method was the same as in Example 1 but using 12.4 g (0.1 mols) of 2-methyl hydroquinone and 20.2 g (0.1 mols) of phthalic acid dichloride. The product was 15.7 g (62% yield) of 2-methyl-1,4-dihydroxy-9,10-anthraquinone (3), m.p.=177°-178° C. (literature 178°-179° C. EtOH). Starting materials: ClC1=NC2=C(N1CCOC1=CC=CC=C1)C=CC=C2 (2-chloro-1-[2-(phenoxy)ethyl]benzimidazole), CN1CCNCC1 (N-methylpiperazine), C(\C=C\C(=O)O)(=O)O (fumaric acid). The solvent is C(C)(=O)OCC.C(C)O (ethyl acetate ethanol). Yields the product O(C1=CC=CC=C1)CCN1C(=NC2=C1C=CC=C2)N2CCN(CC2)C (1-[2-(phenoxy)ethyl]-2-(4-methyl-1-piperazinyl)benzimidazole). RXN SMILES: Cl[C:2]1[N:6]([CH2:7][CH2:8][O:9][C:10]2[CH:15]=[CH:14][CH:13]=[CH:12][CH:11]=2)[C:5]2[CH:16]=[CH:17][CH:18]=[CH:19][C:4]=2[N:3]=1.[CH3:20][N:21]1[CH2:26][CH2:25][NH:24][CH2:23][CH2:22]1.C(O)(=O)/C=C/C(O)=O>C(OCC)(=O)C.C(O)C>[O:9]([CH2:8][CH2:7][N:6]1[C:5]2[CH:16]=[CH:17][CH:18]=[CH:19][C:4]=2[N:3]=[C:2]1[N:24]1[CH2:25][CH2:26][N:21]([CH3:20])[CH2:22][CH2:23]1)[C:10]1[CH:15]=[CH:14][CH:13]=[CH:12][CH:11]=1 |f:3.4|. Reported procedure: In the same manner as described in Example 1 using 2-chloro-1-[2-(phenoxy)ethyl]benzimidazole (3.00 g), N-methylpiperazine (3.00 g) and fumaric acid (2.14 g), there are obtained crude crystals, which are recrylstallized from ethyl acetate-ethanol to give 1-[2-(phenoxy)ethyl]-2-(4-methyl-1-piperazinyl)benzimidazole.3/2 fumarate (2.99 g) as pale yellow plates, m.p. 152°-153.5° C. Reactants: BrCC1=CC=C(C=C1)CBr (α,α'-Dibromo-p-xylene), dibromide, C(C)OP(OCC)OCC (triethylphosphite). Solvent: C1(=CC=CC=C1)C (toluene). Conditions: time 6 hour. Product: BrCC1=CC=C(C=C1)CP(=O)(OCC)OCC (α-Bromo-α'-diethylphosphono-p-xylene). RXN SMILES: Br[CH2:2][C:3]1[CH:8]=[CH:7][C:6]([CH2:9][Br:10])=[CH:5][CH:4]=1.[CH2:11]([O:13][P:14]([O:18]CC)[O:15][CH2:16][CH3:17])[CH3:12]>C1(C)C=CC=CC=1>[Br:10][CH2:9][C:6]1[CH:7]=[CH:8][C:3]([CH2:2][P:14]([O:15][CH2:16][CH3:17])([O:13][CH2:11][CH3:12])=[O:18])=[CH:4][CH:5]=1. Procedure details: α,α'-Dibromo-p-xylene (22.9 gm) was combined with toluene (70 mL) and heated to reflux. Once the dibromide had completely dissolved, triethylphosphite (5.9 mL) was added all at once and heating continued for 6 hours. The reaction mixture was allowed to cool to room temperature and the excess solid dibromide was removed by suction filtration and washed with a small amount of methylene chloride. The organic solutions were combined and concentrated, on a rotatory evaporator, to a white solid. The s... Reactants: C[Si](CCOCN1C=CC2=C1N=CC=C2C#N)(C)C (1-[2-(Trimethylsilyl)ethoxy]methyl-1H-pyrrolo[2,3-b]pyridine-4-carbonitrile), C(C)O (ethanol), Cl.NO (hydroxylamine hydrochloride), C([O-])([O-])=O.[K+].[K+] (potassium carbonate). Yields the product ONC(=N)C=1C2=C(N=CC1)N(C=C2)COCC[Si](C)(C)C (N-Hydroxy-1-[2-(trimethylsilyl)ethoxy]methyl-1H-pyrrolo[2,3-b]pyridine-4-carboximidamide). Isolated yield 97.9%. RXN SMILES: [CH3:1][Si:2]([CH3:19])([CH3:18])[CH2:3][CH2:4][O:5][CH2:6][N:7]1[C:11]2[N:12]=[CH:13][CH:14]=[C:15]([C:16]#[N:17])[C:10]=2[CH:9]=[CH:8]1.C(O)C.Cl.[NH2:24][OH:25].C(=O)([O-])[O-].[K+].[K+]>>[OH:25][NH:24][C:16]([C:15]1[C:10]2[CH:9]=[CH:8][N:7]([CH2:6][O:5][CH2:4][CH2:3][Si:2]([CH3:19])([CH3:18])[CH3:1])[C:11]=2[N:12]=[CH:13][CH:14]=1)=[NH:17] |f:2.3,4.5.6|. Procedure details: 1-[2-(Trimethylsilyl)ethoxy]methyl-1H-pyrrolo[2,3-b]pyridine-4-carbonitrile (0.05 g, 0.0002 mol) was dissolved in ethanol (2.0 mL, 0.034 mol), and then hydroxylamine hydrochloride (0.023 g, 0.00033 mol) and potassium carbonate (0.10 g, 0.00073 mol) were added. The reaction was heated to reflux for 5 h, and the reaction was then allowed to cool to rt and filtered to remove the solids. The filtrate was concentrated to give the product 0.06 g as yellow oily residue, LC/MS (M+H)+ 307. Reactants: C(C1=CC=CC=C1)N1CC2N(CCCC2C1)C (6-benzyl-1-methyl-octahydropyrrolo[3,4-b]pyridine), C1(=C(C(=C(C(=C1F)F)F)N)F)N.Cl.Cl (dihydrochloride). Reagents/catalysts: [Pd] (palladium). Solvent: CO (methanol). Product: CN1C2C(CCC1)CNC2 (1-Methyl-octahydropyrrolo[3,4-b]pyridine). As a reaction SMILES: C([N:8]1[CH2:16][CH:15]2[CH:10]([N:11]([CH3:17])[CH2:12][CH2:13][CH2:14]2)[CH2:9]1)C1C=CC=CC=1.C1(N)C(F)=C(F)C(F)=C(N)C=1F.Cl.Cl>CO.[Pd]>[CH3:17][N:11]1[CH2:12][CH2:13][CH2:14][CH:15]2[CH2:16][NH:8][CH2:9][CH:10]12 |f:1.2.3|. Procedure details: 11.7 g (54 retool) of 6-benzyl-1-methyl-octahydropyrrolo[3,4-b]pyridine as the dihydrochloride are hydrogenated in 100 ml of methanol over palladium-on-active charcoal in accordance with the working instructions of Example Id. Working up by distillation gives 2.6 g (34% of theory) of a colorless oil of boiling point 83°-85°/12 mbar). The reactants are C(CCC)NCCCCCCCCSC=1NC(=C(N1)C1=CC=CC=C1)C1=CC=CC=C1 (N-butyl-8-(4,5-diphenyl-1H-imidazol-2-ylthio)octanamine), FC1=C(C=CC(=C1)F)N=C=O (2,4-difluorophenylisocyanate). Solvent: CCCCCC (hexane), CCCCCC (hexane). The product is C(CCC)N(C(=O)NC1=C(C=C(C=C1)F)F)CCCCCCCCSC=1NC(=C(N1)C1=CC=CC=C1)C1=CC=CC=C1 (N-butyl-N'-(2.4-difluorophenyl)-N-[8-(4,5-diphenyl-1H-imidazol-2-ylthio)octyl]urea). The yield is 51.1%. RXN SMILES: [CH2:1]([NH:5][CH2:6][CH2:7][CH2:8][CH2:9][CH2:10][CH2:11][CH2:12][CH2:13][S:14][C:15]1[NH:16][C:17]([C:26]2[CH:31]=[CH:30][CH:29]=[CH:28][CH:27]=2)=[C:18]([C:20]2[CH:25]=[CH:24][CH:23]=[CH:22][CH:21]=2)[N:19]=1)[CH2:2][CH2:3][CH3:4].[F:32][C:33]1[CH:38]=[C:37]([F:39])[CH:36]=[CH:35][C:34]=1[N:40]=[C:41]=[O:42]>CCCCCC>[CH2:1]([N:5]([CH2:6][CH2:7][CH2:8][CH2:9][CH2:10][CH2:11][CH2:12][CH2:13][S:14][C:15]1[NH:19][C:18]([C:20]2[CH:25]=[CH:24][CH:23]=[CH:22][CH:21]=2)=[C:17]([C:26]2[CH:27]=[CH:28][CH:29]=[CH:30][CH:31]=2)[N:16]=1)[C:41]([NH:40][C:34]1[CH:35]=[CH:36][C:37]([F:39])=[CH:38][C:33]=1[F:32])=[O:42])[CH2:2][CH2:3][CH3:4]. Reported procedure: Part C. To a solution of N-butyl-8-(4,5-diphenyl-1H-imidazol-2-ylthio)octanamine (0.2 g, 0.00045 mol) in hexane (15 mL) was added, dropwise, a solution of 2,4-difluorophenylisocyanate (0.065 mL, 0.085 g, 0.00055 mol) in hexane (5 mL) and the reaction mixture was stirred at ambient temperature for 3 hours. The reaction mixture was concentrated under vacuum and the residue was chromatographed with 7:3 hexane-ethyl acetate and the resulting solid was recrystallized from acetonitrile and triturated ...